This data is from the Open Reaction Database (ORD), a public repository of structured organic reaction records. The task is: describe an organic reaction: reactants, conditions, products, and yield Reactants: C(C)(=O)N1CCC2=C(CC1)C=CC(=C2)Cl (3-acetyl-7-chloro-2,3,4,5-tetrahydro-1H-3-benzazepine), C[S-].[Na+] (sodium thiomethoxide), [Cl-].[Na+] (sodium chloride), [OH-].[Na+] (sodium hydroxide), C(C=C)Br (allyl bromide), ice water. Run in CN(C)P(N(C)C)N(C)C (hexamethylphosphorus triamide), C(C)O (ethanol), CCOCC (ether). Conditions: time 8 hour. Yields the product Cl.C(C=C)SC1=CC2=C(CCNCC2)C=C1 (7-allylthio-2,3,4,5-tetrahydro-1H-3-benzazepine hydrochloride). RXN SMILES: C([N:4]1[CH2:10][CH2:9][C:8]2[CH:11]=[CH:12][C:13]([Cl:15])=[CH:14][C:7]=2[CH2:6][CH2:5]1)(=O)C.C[S-:17].[Na+].[CH2:19](Br)[CH:20]=[CH2:21].[Cl-].[Na+].[OH-].[Na+]>CN(P(N(C)C)N(C)C)C.C(O)C.CCOCC>[ClH:15].[CH2:19]([S:17][C:13]1[CH:12]=[CH:11][C:8]2[CH2:9][CH2:10][NH:4][CH2:5][CH2:6][C:7]=2[CH:14]=1)[CH:20]=[CH2:21] |f:1.2,4.5,6.7,11.12|. Reported procedure: A solution of 4.02 g [0.018 mol, B. Pecherer et. al., J. Het. Chem. 8, 779 (1971)] of 3-acetyl-7-chloro-2,3,4,5-tetrahydro-1H-3-benzazepine and 3.78 g (0.054 mol) of sodium thiomethoxide in 37.5 ml of hexamethylphosphorus triamide was heated to 125° for 4 hours. The mixture was cooled in an ice bath and treated with 4.36 g (0.036 mol) of allyl bromide. The mixture was allowed to warm to room temperature and stirred overnight. It was poured into 375 ml of saturated sodium chloride and extracted w... Starting materials: CON=C(C(C)=O)C1=CC=CC=C1 (1-phenylpropane-1,2-dione 1-(O-methyl oxime)), O.NN (hydrazine hydrate). Run in C(C)O (ethanol). Product: CON=C(C(C)=NN)C1=CC=CC=C1 (2-hydrazono-1-phenylpropan-1-one O-methyl oxime). Isolated yield 56.0%. Reaction SMILES: [CH3:1][O:2][N:3]=[C:4]([C:8]1[CH:13]=[CH:12][CH:11]=[CH:10][CH:9]=1)[C:5](=O)[CH3:6].O.[NH2:15][NH2:16]>C(O)C>[CH3:1][O:2][N:3]=[C:4]([C:8]1[CH:13]=[CH:12][CH:11]=[CH:10][CH:9]=1)[C:5](=[N:15][NH2:16])[CH3:6] |f:1.2|. Reported procedure: 2.5 g (0.014 mol) of 1-phenylpropane-1,2-dione 1-(O-methyl oxime) are heated at 60° C. in 20 ml of ethanol with 1.45 g (0.029 mol) of hydrazine hydrate for 1 hour. The reaction mixture is poured onto water and extracted with diethyl ether, the organic phase is dried over sodium sulphate and the solvent is distilled off in vacuo. The residue is stirred with diethyl ether and the crystals are filtered off. 1.5 g (55.6% of theory) of 2-hydrazono-1-phenylpropan-1-one O-methyl oxime of melting point ... Reactants: COC1=CC2=C(CC(N(C=C2)CCCCl)=O)C=C1OC (1-(7,8-dimethoxy-1,3-dihydro-2H-3-benzazepin-2-on-3-yl)-3-chloro-propane). The reagents and catalysts are [Pd] (palladium/charcoal). The solvent is C(C)(=O)O (acetic acid). Product: COC1=CC2=C(CC(N(CC2)CCCCl)=O)C=C1OC (1-(7,8-Dimethoxy-1,3,4,5-tetrahydro-2H-3-benzazepin-2-on-3-yl)-3-chloro-propane). Reaction SMILES: [CH3:1][O:2][C:3]1[C:18]([O:19][CH3:20])=[CH:17][C:6]2[CH2:7][C:8](=[O:16])[N:9]([CH2:12][CH2:13][CH2:14][Cl:15])[CH:10]=[CH:11][C:5]=2[CH:4]=1>C(O)(=O)C.[Pd]>[CH3:1][O:2][C:3]1[C:18]([O:19][CH3:20])=[CH:17][C:6]2[CH2:7][C:8](=[O:16])[N:9]([CH2:12][CH2:13][CH2:14][Cl:15])[CH2:10][CH2:11][C:5]=2[CH:4]=1. Procedure: Next, the 1-(7,8-dimethoxy-1,3-dihydro-2H-3-benzazepin-2-on-3-yl)-3-chloro-propane (59.2 g, 0.2 mol) is hydrogenated in glacial acetic acid (500 ml) in the presence of 10% palladium/charcoal (5 g) for 6 hours at 50° C. under 5 bar. The catalyst is removed by suction filtering, the glacial acetic acid is distilled off in vacuo and the residue is neutralized with potassium carbonate after the addition of water. The precipitate is suction filtered, washed free from salts with water and dried. Starting materials: C(C)(C)(CC)C1=C(C=CC(=C1)C(C)(C)CC)O (2,4-di-(tert-amyl)phenol), BrC1=C(C(=O)OC)C=CC=C1 (methyl 2-bromobenzoate). The reagents and catalysts are [Cu]Cl (Copper (I) chloride). Run in N1=CC=CC=C1 (pyridine), C(C)OCC (diethyl ether), N1=CC=CC=C1 (pyridine). Conditions: time 2 hour. Product: C(C)(C)(CC)C1=C(OC2=C(C(=O)OC)C=CC=C2)C=CC(=C1)C(C)(C)CC (methyl 2,4-di-(tert-amyl)phenoxybenzoate). RXN SMILES: [C:1]([C:6]1[CH:11]=[C:10]([C:12]([CH2:15][CH3:16])([CH3:14])[CH3:13])[CH:9]=[CH:8][C:7]=1[OH:17])([CH2:4][CH3:5])([CH3:3])[CH3:2].Br[C:19]1[CH:28]=[CH:27][CH:26]=[CH:25][C:20]=1[C:21]([O:23][CH3:24])=[O:22]>N1C=CC=CC=1.C(OCC)C.[Cu]Cl>[C:1]([C:6]1[CH:11]=[C:10]([C:12]([CH2:15][CH3:16])([CH3:14])[CH3:13])[CH:9]=[CH:8][C:7]=1[O:17][C:19]1[CH:28]=[CH:27][CH:26]=[CH:25][C:20]=1[C:21]([O:23][CH3:24])=[O:22])([CH2:4][CH3:5])([CH3:3])[CH3:2]. Procedure: First, methyl 2,4-di-(tert-amyl)phenoxybenzoate was prepared. To a stirred suspension under argon of sodium hydride (60% dispersion in mineral oil, 1.1 g, 46.5 mmol, washed with ligroin to remove the oil) in pyridine (60 mL) was added dropwise a solution of 2,4-di-(tert-amyl)phenol (12.0 g, 51.2 mmol) in 20 mL of pyridine. The mixture was stirred for 2 h at room temperature and then treated dropwise with a solution of methyl 2-bromobenzoate (10 g, 46.5 mmol) in 10 mL of pyridine. Copper (I) chlo... Starting materials: ClCCCCOC1=CC=C(C=C1)C1(CCOCC1)CNC1=NC=CC=C1 (N-({4-[4-(4-chlorobutoxy)phenyl]tetrahydro-2H-pyran-4-yl}methyl)pyridin-2-amine), N1CCCC1 (pyrrolidine), C([O-])([O-])=O.[Na+].[Na+] (sodium carbonate), [I-].[Na+] (sodium iodide). The solvent is C(CCC)O (butanol). The product is N1(CCCC1)CCCCOC1=CC=C(C=C1)C1(CCOCC1)CNC1=NC=CC=C1 (N-({4-[4-(4-pyrrolidin-1-ylbutoxy)phenyl]tetrahydro-2H-pyran-4-yl}methyl)pyridin-2-amine). The yield is 28.7%. As a reaction SMILES: Cl[CH2:2][CH2:3][CH2:4][CH2:5][O:6][C:7]1[CH:12]=[CH:11][C:10]([C:13]2([CH2:19][NH:20][C:21]3[CH:26]=[CH:25][CH:24]=[CH:23][N:22]=3)[CH2:18][CH2:17][O:16][CH2:15][CH2:14]2)=[CH:9][CH:8]=1.[NH:27]1[CH2:31][CH2:30][CH2:29][CH2:28]1.C(=O)([O-])[O-].[Na+].[Na+].[I-].[Na+]>C(O)CCC>[N:27]1([CH2:2][CH2:3][CH2:4][CH2:5][O:6][C:7]2[CH:12]=[CH:11][C:10]([C:13]3([CH2:19][NH:20][C:21]4[CH:26]=[CH:25][CH:24]=[CH:23][N:22]=4)[CH2:18][CH2:17][O:16][CH2:15][CH2:14]3)=[CH:9][CH:8]=2)[CH2:31][CH2:30][CH2:29][CH2:28]1 |f:2.3.4,5.6|. Procedure details: A mixture of N-({4-[4-(4-chlorobutoxy)phenyl]tetrahydro-2H-pyran-4-yl}methyl)pyridin-2-amine (180 mg, 0.481 mmol), pyrrolidine (80 μl, 0.963 mmol), sodium carbonate (102 mg, 0.963 mmol) and sodium iodide (4 mg, 0.024 mmol) were stirred in butanol (5 ml) at 100° C. for 24 hours until complete. Butanol was removed in vacuo and the residue partitioned between ethyl acetate (40 ml) and water (40 ml). Organic layer was dried over sodium sulphate, filtered and concentrated in vacuo to give a brown sol... Starting materials: C(C)OC(C1=CC=C(C=C1)NC([C@H](CC1=CC=CC=C1)OP(=O)(CC1=CC=CC=C1)O)=O)=O (4-[[(S)2-[[hydroxy(phenylmethyl)phosphinyl]oxy]-1-oxo-3-phenylpropyl]amino]benzoic acid ethyl ester), [Ca] (calcium). The product is C(C)OC(C1=CC=C(C=C1)NC([C@H](CC1=CC=CC=C1)OP(=O)(OCC1=CC=CC=C1)OCC1=CC=CC=C1)=O)=O (4-[[(S)2-[[bis(phenylmethoxy)phosphinyl]oxy]-1-oxo-3-phenylpropyl]amino]benzoic acid ethyl ester). As a reaction SMILES: [CH2:1]([O:3][C:4](=[O:33])[C:5]1[CH:10]=[CH:9][C:8]([NH:11][C:12](=[O:32])[C@@H:13]([O:21][P:22]([OH:31])(CC2C=CC=CC=2)=[O:23])[CH2:14][C:15]2[CH:20]=[CH:19][CH:18]=[CH:17][CH:16]=2)=[CH:7][CH:6]=1)[CH3:2].[Ca]>>[CH2:1]([O:3][C:4](=[O:33])[C:5]1[CH:6]=[CH:7][C:8]([NH:11][C:12](=[O:32])[C@@H:13]([O:21][P:22]([O:31][CH2:14][C:15]2[CH:20]=[CH:19][CH:18]=[CH:17][CH:16]=2)([O:3][CH2:4][C:5]2[CH:10]=[CH:9][CH:8]=[CH:7][CH:6]=2)=[O:23])[CH2:14][C:15]2[CH:16]=[CH:17][CH:18]=[CH:19][CH:20]=2)=[CH:9][CH:10]=1)[CH3:2]. Procedure details: 4-[[(S)2-[[hydroxy(phenylmethyl)phosphinyl]oxy]-1-oxo-3-phenylpropyl]amino]benzoic acid ethyl ester, calcium thereof;